Dataset: the Open Reaction Database (ORD), a public repository of structured organic reaction records. Task: describe an organic reaction: reactants, conditions, products, and yield Reactants: C(#N)C=1C=C(C=CC1SCC(C)C)B(O)O ([3-cyano-4-(isobutylthio)phenyl]boronic acid), ClC=1C=C(C(=O)OC)C=CN1 (methyl 2-chloroisonicotinate). Yields the product C(#N)C=1C=C(C=CC1SCC(C)C)C=1C=C(C(=O)O)C=CN1 (2-[3-cyano-4-(isobutylthio)phenyl]isonicotinic acid). Reaction SMILES: [C:1]([C:3]1[CH:4]=[C:5](B(O)O)[CH:6]=[CH:7][C:8]=1[S:9][CH2:10][CH:11]([CH3:13])[CH3:12])#[N:2].Cl[C:18]1[CH:19]=[C:20]([CH:25]=[CH:26][N:27]=1)[C:21]([O:23]C)=[O:22]>>[C:1]([C:3]1[CH:4]=[C:5]([C:18]2[CH:19]=[C:20]([CH:25]=[CH:26][N:27]=2)[C:21]([OH:23])=[O:22])[CH:6]=[CH:7][C:8]=1[S:9][CH2:10][CH:11]([CH3:13])[CH3:12])#[N:2]. Procedure details: Using [3-cyano-4-(isobutylthio)phenyl]boronic acid and methyl 2-chloroisonicotinate, 2-[3-cyano-4-(isobutylthio)phenyl]isonicotinic acid was obtained according to the method of Example 1. Then, 346 mg of the resulting 2-[3-cyano-4-(isobutylthio)phenyl]isonicotinic acid was suspended in 30 ml of ethanol, and 1.11 ml of a 1M aqueous sodium hydroxide solution was added to the suspension, followed by stirring at room temperature for 15 minutes. The reaction solution was concentrated under reduced pr...